This data is from the Open Reaction Database (ORD), a public repository of structured organic reaction records. The task is: describe an organic reaction: reactants, conditions, products, and yield The reactants are F[B-](F)(F)F, COC(C)(C)c1ccc(C(=O)O)cc1, CCN(C(C)C)C(C)C, NCCc1cccc(C(F)(F)F)c1, CN(C)C=O, O, CN(C)C(On1nnc2ccccc21)=[N+](C)C. Yields the product COC(C)(C)c1ccc(C(=O)NCCc2cccc(C(F)(F)F)c2)cc1. RXN SMILES: [B-:1]([F:2])([F:3])([F:4])[F:5].[CH3:36][O:37][C:38]([CH3:39])([CH3:40])[c:41]1[cH:42][cH:43][c:44]([C:45](=[O:46])[OH:47])[cH:48][cH:49]1.[CH:50]([N:51]([CH2:52][CH3:53])[CH:54]([CH3:55])[CH3:56])([CH3:57])[CH3:58].[F:23][C:24]([c:25]1[cH:26][c:27]([CH2:31][CH2:32][NH2:33])[cH:28][cH:29][cH:30]1)([F:34])[F:35].[O:59]=[CH:60][N:61]([CH3:62])[CH3:63].[OH2:64].[n:6]1([O:7][C:8]([N:9]([CH3:10])[CH3:11])=[N+:12]([CH3:13])[CH3:14])[c:15]2[cH:16][cH:17][cH:18][cH:19][c:20]2[n:21][n:22]1>>[F:23][C:24]([c:25]1[cH:26][c:27]([CH2:31][CH2:32][NH:33][C:45]([c:44]2[cH:43][cH:42][c:41]([C:38]([O:37][CH3:36])([CH3:39])[CH3:40])[cH:49][cH:48]2)=[O:46])[cH:28][cH:29][cH:30]1)([F:34])[F:35]. The reactants are [OH-].[K+] (potassium hydroxide), Cl (hydrochloric acid), CO[NH3+].[Cl-] (hydroxylamine methyl ether hydrochloride), N(=C=O)CC(=O)OCC (ethyl isocyanatoacetate). Solvent: O (water), O (water). Run at time 1 hour. Product: CON1C(NCC1=O)=O (3-methoxy-2,4-dioxoimidazolidine). Isolated yield 69.2%. Reaction SMILES: [CH3:1][O:2][NH3+:3].[Cl-].[OH-].[K+].[N:7]([CH2:10][C:11](OCC)=[O:12])=[C:8]=[O:9].Cl>O>[CH3:1][O:2][N:3]1[C:11](=[O:12])[CH2:10][NH:7][C:8]1=[O:9] |f:0.1,2.3|. Reported procedure: An aqueous solution prepared by dissolving 3.34 g of hydroxylamine methyl ether hydrochloride in 20 ml of water, was cooled with ice. While stirring the solution, an aqueous solution prepared by dissolving 2.24 g of potassium hydroxide in 20 ml of water, was gradually dropwise added thereto. After completion of the dropwise addition, the reaction system was returned to room temperature and the stirring was continued for 1 hour. Then, the reaction mixture was again cooled with ice, and 2.58 g of ... Starting materials: C(C)(C)NS(=O)(=O)C1(SC=C(N1)Cl)Cl (N-isopropyl-2,4-dichlorothiazole-sulphonamide), CN (methylamine). Yields the product C(C)(C)N(S(=O)(=O)C=1SC=C(N1)Cl)NC (N-isopropyl-2-N-methylamino-4-chlorothiazole-sulphonamide). Yield: 78.0%. As a reaction SMILES: [CH:1]([NH:4][S:5]([C:8]1(Cl)[NH:12][C:11]([Cl:13])=[CH:10][S:9]1)(=[O:7])=[O:6])([CH3:3])[CH3:2].[CH3:15][NH2:16]>>[CH:1]([N:4]([NH:16][CH3:15])[S:5]([C:8]1[S:9][CH:10]=[C:11]([Cl:13])[N:12]=1)(=[O:7])=[O:6])([CH3:3])[CH3:2]. Reported procedure: In analogy to Example 5, the N-isopropyl-2-N-methylamino-4-chlorothiazole-sulphonamide was prepared by reacting N-isopropyl-2,4-dichlorothiazole-sulphonamide from Example 3 with 30% strength aqueous methylamine solution. Following recrystallization from toluene, the product of m.p. 187-8° C. was obtained in a yield of 78% of the theoretical yield.